This data is from the Open Reaction Database (ORD), a public repository of structured organic reaction records. The task is: describe an organic reaction: reactants, conditions, products, and yield Starting materials: O (Water), CC1(OC2=CC(=CC=C2C(C1)C1=CC=CC=C1)O)C (2,2-dimethyl-7-hydroxy-4-phenylchroman), [H-].[Na+] (sodium hydride), CN(CCCl)C (2-dimethylaminoethyl chloride). Solvent: C1(=CC=CC=C1)C (toluene). Yields the product CC1(OC2=CC(=CC=C2C(C1)C1=CC=CC=C1)OCCN(C)C)C (2,2-dimethyl-7-dimethylaminoethoxy-4-phenylchroman). Reaction SMILES: [CH3:1][C:2]1([CH3:19])[CH2:11][CH:10]([C:12]2[CH:17]=[CH:16][CH:15]=[CH:14][CH:13]=2)[C:9]2[C:4](=[CH:5][C:6]([OH:18])=[CH:7][CH:8]=2)[O:3]1.[H-].[Na+].[CH3:22][N:23]([CH3:27])[CH2:24][CH2:25]Cl.O>C1(C)C=CC=CC=1>[CH3:1][C:2]1([CH3:19])[CH2:11][CH:10]([C:12]2[CH:13]=[CH:14][CH:15]=[CH:16][CH:17]=2)[C:9]2[C:4](=[CH:5][C:6]([O:18][CH2:25][CH2:24][N:23]([CH3:27])[CH3:22])=[CH:7][CH:8]=2)[O:3]1 |f:1.2|. Procedure details: A mixture of 2,2-dimethyl-7-hydroxy-4-phenylchroman (3.72 g), sodium hydride (0.53 g, 60% dispersion in oil) and 2-dimethylaminoethyl chloride (1.58 g) in toluene (59 ml) was stirred and boiled under reflux for 6 hours. Water was added to the cooled mixture and the organic layer was separated and extracted with 5N hydrochloric acid (3×30 ml). The combined acid extract was basified, extracted with ether and the ether extract dried (magnesium sulphate). Removal of the solvent gave 2,2-dimethyl-7-d... Reactants: S1C=NC2=C1C=CC(=C2)NC=2C1=C(N=CN2)NC(=C1)C=1CCN(CC1)C(=O)OC(C)(C)C (tert-butyl 4-[4-(benzothiazol-5-ylamino)-7H-pyrrolo[2,3-d]pyrimidin-6-yl]-3,6-dihydro-2H-pyridine-1-carboxylate), Cl (HCl). Run in CO (MeOH). Run at temperature 60 celsius, time 8 hour. Yields the product Cl.Cl.Cl.S1C=NC2=C1C=CC(=C2)NC=2C1=C(N=CN2)NC(=C1)C=1CCNCC1 (Benzothiazol-5-yl-[6-(1,2,3,6-tetrahydropyridin-4-yl)-7H-pyrrolo[2,3-d]pyrimidin-4-yl]amine trihydrochloride). RXN SMILES: [S:1]1[C:5]2[CH:6]=[CH:7][C:8]([NH:10][C:11]3[C:12]4[CH:19]=[C:18]([C:20]5[CH2:21][CH2:22][N:23](C(OC(C)(C)C)=O)[CH2:24][CH:25]=5)[NH:17][C:13]=4[N:14]=[CH:15][N:16]=3)=[CH:9][C:4]=2[N:3]=[CH:2]1.[ClH:33]>CO>[ClH:33].[ClH:33].[ClH:33].[S:1]1[C:5]2[CH:6]=[CH:7][C:8]([NH:10][C:11]3[C:12]4[CH:19]=[C:18]([C:20]5[CH2:21][CH2:22][NH:23][CH2:24][CH:25]=5)[NH:17][C:13]=4[N:14]=[CH:15][N:16]=3)=[CH:9][C:4]=2[N:3]=[CH:2]1 |f:3.4.5.6|. Procedure details: To a suspension of tert-butyl 4-[4-(benzothiazol-5-ylamino)-7H-pyrrolo[2,3-d]pyrimidin-6-yl]-3,6-dihydro-2H-pyridine-1-carboxylate (28.3 mg, 0.063 mmol) in MeOH (3 mL) was added 4 N HCl (aq) (3 mL). The mixture was stirred at 60° C. for 8 h. Solvents were removed under reduced pressure to afford the title compound as yellow solid, which was used directly in the next step without purification. 1H-NMR (DMSO-d6, 400 MHz): δ=2.70 (m, 2H), 3.83 (m, 2H), 6.45 (s, 1H), 6.99 (s, 1H), 7.82 (d, J=8.4 Hz, ... Starting materials: ClC1=CC=C(C=C1)NC1=NC=C(C=C1C1=CN(C2=C(N=CC=C21)OC)C)[N+](=O)[O-] (N-(4-chlorophenyl)-3-(7-methoxy-1-methyl-1H-pyrrolo[2,3-c]pyridin-3-yl)-5-nitropyridin-2-amine), Cl (hydrogen chloride). Product: ClC1=CC=C(C=C1)NC1=NC=C(C=C1C1=CN(C=2C(NC=CC21)=O)C)[N+](=O)[O-] (3-(2-((4-chlorophenyl)amino)-5-nitropyridin-3-yl)-1-methyl-1H-pyrrolo[2,3-c]pyridin-7(6H)-one). RXN SMILES: [Cl:1][C:2]1[CH:7]=[CH:6][C:5]([NH:8][C:9]2[C:14]([C:15]3[C:23]4[C:18](=[C:19]([O:24]C)[N:20]=[CH:21][CH:22]=4)[N:17]([CH3:26])[CH:16]=3)=[CH:13][C:12]([N+:27]([O-:29])=[O:28])=[CH:11][N:10]=2)=[CH:4][CH:3]=1.Cl>>[Cl:1][C:2]1[CH:7]=[CH:6][C:5]([NH:8][C:9]2[C:14]([C:15]3[C:23]4[CH:22]=[CH:21][NH:20][C:19](=[O:24])[C:18]=4[N:17]([CH3:26])[CH:16]=3)=[CH:13][C:12]([N+:27]([O-:29])=[O:28])=[CH:11][N:10]=2)=[CH:4][CH:3]=1. Reported procedure: A mixture of Example 69b (0.25 g, 0.610 mmol) and hydrogen chloride (12.20 mL, 48.8 mmol, 4 M in dioxane) was heated at 90° C. overnight. The reaction mixture was cooled to ambient temperature, and the solvent was removed under reduced pressure to give the crude product, which was used directly for the next reaction. Reactants: C1(=CCCCC1)C(=O)OC (methyl cyclohex-1-enecarboxylate), FC1(C2CCC(CC12)C(=O)[O-])F (7,7-difluorobicyclo[4.1.0]-heptane-3-carboxylate). Product: FC1(C2CCC(CC12)CO)F ((7,7-difluorobicyclo[4.1.0]heptan-3-yl)methanol), liquid. The yield is 70.0%. Reaction SMILES: C1(C(OC)=O)CCCCC=1.[F:11][C:12]1([F:22])[CH:18]2[CH:13]1[CH2:14][CH2:15][CH:16]([C:19]([O-])=[O:20])[CH2:17]2>>[F:11][C:12]1([F:22])[CH:18]2[CH:13]1[CH2:14][CH2:15][CH:16]([CH2:19][OH:20])[CH2:17]2. Reported procedure: Following the procedure as described in Example 342 Step 1 and making non-critical variations to replace methyl cyclohex-1-enecarboxylate with 7,7-difluorobicyclo[4.1.0]-heptane-3-carboxylate, the title compound was obtained as a colorless liquid (0.30 g, 70%): 1H NMR (300 MHz, CDCl3) δ 3.50-3.23 (m, 2H), 2.50-2.25 (m, 1H), 2.15-1.76 (m, 2H), 1.74-0.96 (m, 5H), 0.96-0.54 (m, 1H). Starting materials: NC1=C(C=CC(=N1)N1C[C@@H]([C@H](CC1)C1=C(C=C(C(=C1)F)F)F)NC(OC(C)(C)C)=O)[N+](=O)[O-] (tert-Butyl [(3R,4R)-1-(6-amino-5-nitropyridin-2-yl)-4-(2,4,5-trifluorophenyl)piperidin-3-yl]carbamate), [BH4-].[Na+] (sodium borohydride), C(Cl)Cl (methylene chloride). The reagents and catalysts are O.O.O.O.O.O.[Ni](Cl)Cl (nickel (II) chloride hexahydrate). Run in CO.O1CCCC1 (methanol tetrahydrofuran), four. Run at time 10 minute. The product is NC=1C=CC(=NC1N)N1C[C@@H]([C@H](CC1)C1=C(C=C(C(=C1)F)F)F)NC(OC(C)(C)C)=O (tert-Butyl [(3R,4R)-1-(5,6-diaminopyridin-2-yl)-4-(2,4,5-trifluorophenyl)piperidin-3-yl]carbamate). RXN SMILES: [NH2:1][C:2]1[N:7]=[C:6]([N:8]2[CH2:13][CH2:12][C@H:11]([C:14]3[CH:19]=[C:18]([F:20])[C:17]([F:21])=[CH:16][C:15]=3[F:22])[C@@H:10]([NH:23][C:24](=[O:30])[O:25][C:26]([CH3:29])([CH3:28])[CH3:27])[CH2:9]2)[CH:5]=[CH:4][C:3]=1[N+:31]([O-])=O.[BH4-].[Na+].C(Cl)Cl>CO.O1CCCC1.O.O.O.O.O.O.[Ni](Cl)Cl>[NH2:31][C:3]1[CH:4]=[CH:5][C:6]([N:8]2[CH2:13][CH2:12][C@H:11]([C:14]3[CH:19]=[C:18]([F:20])[C:17]([F:21])=[CH:16][C:15]=3[F:22])[C@@H:10]([NH:23][C:24](=[O:30])[O:25][C:26]([CH3:28])([CH3:27])[CH3:29])[CH2:9]2)=[N:7][C:2]=1[NH2:1] |f:1.2,4.5,6.7.8.9.10.11.12|. Reported procedure: To 85 mg (0.18 mmol) of the product of Step A in 4 mL of 3:1 methanol/tetrahydrofuran at 0° C. was added 2.5 mg (0.01 mmol) of nickel (II) chloride hexahydrate followed by 40 mg (1.0 mmol) of sodium borohydride in four 10 mg portions every 5 min. The reaction mixture was stirred for an additional 10 min and poured into 20 mL of a 1:1 mixture of methylene chloride/saturated aqueous ammonium chloride solution. The layers were separated and the aqueous phase extracted with three 10-mL portions of m...